From a dataset of the Open Reaction Database (ORD), a public repository of structured organic reaction records. describe an organic reaction: reactants, conditions, products, and yield The reactants are COc1cccc2occ(COc3cccc4[nH]c(C(=O)O)cc34)c12, Cl, Cl, Cl, CC1CN(C(C)CN2CCC(N)CC2)CCC1O. The product is COc1cccc2occ(COc3cccc4[nH]c(C(=O)NC5CCN(CC(C)N6CCC(O)C(C)C6)CC5)cc34)c12. RXN SMILES: [CH3:1][O:2][c:3]1[cH:4][cH:5][cH:6][c:7]2[c:8]1[c:9]([CH2:12][O:13][c:14]1[c:15]3[cH:16][c:17]([C:23](=[O:24])[OH:25])[nH:18][c:19]3[cH:20][cH:21][cH:22]1)[cH:10][o:11]2.[ClH:26].[ClH:27].[ClH:28].[NH2:29][CH:30]1[CH2:31][CH2:32][N:33]([CH2:36][CH:37]([CH3:38])[N:39]2[CH2:40][CH:41]([CH3:46])[CH:42]([OH:45])[CH2:43][CH2:44]2)[CH2:34][CH2:35]1>>[CH3:1][O:2][c:3]1[cH:4][cH:5][cH:6][c:7]2[c:8]1[c:9]([CH2:12][O:13][c:14]1[c:15]3[cH:16][c:17]([C:23](=[O:24])[NH:29][CH:30]4[CH2:31][CH2:32][N:33]([CH2:36][CH:37]([CH3:38])[N:39]5[CH2:40][CH:41]([CH3:46])[CH:42]([OH:45])[CH2:43][CH2:44]5)[CH2:34][CH2:35]4)[nH:18][c:19]3[cH:20][cH:21][cH:22]1)[cH:10][o:11]2. The reactants are CCOC(=O)C1CCC(NC(=O)C2(CC(C(=O)O)C(N)C(=O)C(CCCCNC(=O)OCc3ccccc3)NC(C)=O)CCCC2)CC1, [Na+], [OH-]. Product: CC(=O)NC(CCCCNC(=O)OCc1ccccc1)C(=O)C(N)C(CC1(C(=O)NC2CCC(C(=O)O)CC2)CCCC1)C(=O)O. Reaction SMILES: [C:1]([CH3:2])(=[O:3])[NH:4][CH:5]([CH2:6][CH2:7][CH2:8][CH2:9][NH:10][C:11](=[O:12])[O:13][CH2:14][c:15]1[cH:16][cH:17][cH:18][cH:19][cH:20]1)[C:21](=[O:22])[CH:23]([CH:24]([C:25](=[O:26])[OH:27])[CH2:28][C:29]1([C:34]([NH:35][CH:36]2[CH2:37][CH2:38][CH:39]([C:42](=[O:43])[O:44][CH2:45][CH3:46])[CH2:40][CH2:41]2)=[O:47])[CH2:30][CH2:31][CH2:32][CH2:33]1)[NH2:48].[Na+:50].[OH-:49]>>[C:1]([CH3:2])(=[O:3])[NH:4][CH:5]([CH2:6][CH2:7][CH2:8][CH2:9][NH:10][C:11](=[O:12])[O:13][CH2:14][c:15]1[cH:16][cH:17][cH:18][cH:19][cH:20]1)[C:21](=[O:22])[CH:23]([CH:24]([C:25](=[O:26])[OH:27])[CH2:28][C:29]1([C:34]([NH:35][CH:36]2[CH2:37][CH2:38][CH:39]([C:42](=[O:43])[OH:44])[CH2:40][CH2:41]2)=[O:47])[CH2:30][CH2:31][CH2:32][CH2:33]1)[NH2:48].